This data is from the Open Reaction Database (ORD), a public repository of structured organic reaction records. The task is: describe an organic reaction: reactants, conditions, products, and yield Reactants: C(C1=CC=CC=C1)OC1=CC=2N(C=C1)N=CN2 (7-(benzyloxy)-[1,2,4]triazolo[1,5-a]pyridine). The reagents and catalysts are [Pd] (Pd/C). The solvent is C1CCOC1 (THF). Conditions: time 16 hour. The product is N=1C=NN2C1C=C(C=C2)O ([1,2,4]triazolo[1,5-a]pyridin-7-ol). RXN SMILES: C([O:8][C:9]1[CH:14]=[CH:13][N:12]2[N:15]=[CH:16][N:17]=[C:11]2[CH:10]=1)C1C=CC=CC=1>[Pd].C1COCC1>[N:17]1[CH:16]=[N:15][N:12]2[CH:13]=[CH:14][C:9]([OH:8])=[CH:10][C:11]=12. Reported procedure: A 250 mL, single-neck, round-bottomed flask was charged with 7-(benzyloxy)-[1,2,4]triazolo[1,5-a]pyridine (3.20 g, 14.2 mmol), Pd/C (0.756 g, 0.710 mmol), and THF (125 mL). The reaction was stirred under an atmosphere of hydrogen for 16 hours, then filtered (GF paper) and concentrated to a white solid. The solids were titrated with EtOAc and collected by filtration to provide the desired product. The reactants are C(=O)(OCC)N1CCNCC1 (1-carboethoxypiperazine), ClC1=CC=C(CCl)C=C1 (4-chlorobenzyl chloride). Run in C(C)O (ethanol). The product is C(=O)(OCC)N1CCN(CC1)CC1=CC=C(C=C1)Cl (1-Carboethoxy-4-(4-chlorobenzyl)piperazine). As a reaction SMILES: [C:1]([N:6]1[CH2:11][CH2:10][NH:9][CH2:8][CH2:7]1)([O:3][CH2:4][CH3:5])=[O:2].[Cl:12][C:13]1[CH:20]=[CH:19][C:16]([CH2:17]Cl)=[CH:15][CH:14]=1>C(O)C>[C:1]([N:6]1[CH2:11][CH2:10][N:9]([CH2:17][C:16]2[CH:19]=[CH:20][C:13]([Cl:12])=[CH:14][CH:15]=2)[CH2:8][CH2:7]1)([O:3][CH2:4][CH3:5])=[O:2]. Procedure: A mixture of 1-carboethoxypiperazine (25 g; 0.157 mole), 4-chlorobenzyl chloride (26 g; 0.162 mole) and ethanol (250 ml) was gently refluxed for 5 hours and the solvent removed in vacuo. The resulting oil crystallised on cooling to give the hydrochloride of the title compound. Recrystallisation from ethanol gave 29 g (58%) of material of m.p. 208°-210°. (Found; C, 52.70; H, 6.41; N, 8.62; Cl, 21.51; C14H19ClN2O2HCl requires; C, 52.67; H, 6.31; N, 8.78; Cl, 22.20%). Starting materials: O=C1CCC(=O)N1Br, O=C(OOC(=O)c1ccccc1)c1ccccc1, ClC(Cl)(Cl)Cl, CCOC(=O)c1sc(-c2ccc(Oc3ccccc3)cc2)nc1C. Product: CCOC(=O)c1sc(-c2ccc(Oc3ccccc3)cc2)nc1CBr. RXN SMILES: [Br:25][N:26]1[C:27](=[O:28])[CH2:29][CH2:30][C:31]1=[O:32].[C:33]([O:34][O:35][C:36](=[O:37])[c:38]1[cH:39][cH:40][cH:41][cH:42][cH:43]1)(=[O:44])[c:45]1[cH:46][cH:47][cH:48][cH:49][cH:50]1.[C:51]([Cl:52])([Cl:53])([Cl:54])[Cl:55].[CH2:1]([CH3:2])[O:3][C:4](=[O:5])[c:6]1[c:7]([CH3:24])[n:8][c:9](-[c:11]2[cH:12][cH:13][c:14]([O:17][c:18]3[cH:19][cH:20][cH:21][cH:22][cH:23]3)[cH:15][cH:16]2)[s:10]1>>[CH2:1]([CH3:2])[O:3][C:4](=[O:5])[c:6]1[c:7]([CH2:24][Br:25])[n:8][c:9](-[c:11]2[cH:12][cH:13][c:14]([O:17][c:18]3[cH:19][cH:20][cH:21][cH:22][cH:23]3)[cH:15][cH:16]2)[s:10]1. Starting materials: COc2ccc1ccccc1c2 (substrate), Fc1ccccc1B2OCC(C)(C)CO2 (effective_coupling_partner). Reagents/catalysts: PCy3. Reaction conditions: temperature 120 celsius, time 12 hour. Product: c3cc(F)c(c1ccc2ccccc2c1)cc3. Reactants: NC[C@H](O)C=1C=CC(=C(C1)NS(=O)(=O)C)O (N-[5-(2-amino-1-{R}-hydroxyethyl)-2-hydroxyphenyl]-methanesulfonamide), COC(COC1=CC(=C(C=C1)CNC(=O)NC1=CC=C(C=C1)S(=O)(=O)N1CCC(CC1)C=O)F)=O ((4-{3-[4-(4-formyl-piperidine-1-sulfonyl)-phenyl]-ureidomethyl}-3-fluoro-phenoxy)-acetic acid methyl ester), C(C)(=O)O (acetic acid), C(#N)[BH3-].[Na+] (sodium cyanoborohydride). The product is FC=1C=C(OCC(=O)OC)C=CC1CNC(=O)NC1=CC=C(C=C1)S(=O)(=O)N1CCC(CC1)CNC[C@@H](C1=CC(=C(C=C1)O)NS(=O)(=O)C)O ([3-Fluoro-4-[[[[[4-[[4-[[[(R)-2-hydroxy-2-[4-hydroxy-3-[(methylsulfonyl)-amino]phenyl]ethyl]amino]-methyl]-1-piperidinyl]sulfonyl]phenyl]amino]-carbonyl]amino]-methyl]phenoxy]acetic Acid, Methyl Ester). Yield: 56.9%. Reaction SMILES: [NH2:1][CH2:2][C@@H:3]([C:5]1[CH:6]=[CH:7][C:8]([OH:16])=[C:9]([NH:11][S:12]([CH3:15])(=[O:14])=[O:13])[CH:10]=1)[OH:4].[CH3:17][O:18][C:19](=[O:51])[CH2:20][O:21][C:22]1[CH:27]=[CH:26][C:25]([CH2:28][NH:29][C:30]([NH:32][C:33]2[CH:38]=[CH:37][C:36]([S:39]([N:42]3[CH2:47][CH2:46][CH:45]([CH:48]=O)[CH2:44][CH2:43]3)(=[O:41])=[O:40])=[CH:35][CH:34]=2)=[O:31])=[C:24]([F:50])[CH:23]=1.C(O)(=O)C.C([BH3-])#N.[Na+]>>[F:50][C:24]1[CH:23]=[C:22]([CH:27]=[CH:26][C:25]=1[CH2:28][NH:29][C:30]([NH:32][C:33]1[CH:38]=[CH:37][C:36]([S:39]([N:42]2[CH2:43][CH2:44][CH:45]([CH2:48][NH:1][CH2:2][C@H:3]([OH:4])[C:5]3[CH:6]=[CH:7][C:8]([OH:16])=[C:9]([NH:11][S:12]([CH3:15])(=[O:14])=[O:13])[CH:10]=3)[CH2:46][CH2:47]2)(=[O:40])=[O:41])=[CH:35][CH:34]=1)=[O:31])[O:21][CH2:20][C:19]([O:18][CH3:17])=[O:51] |f:3.4|. Procedure details: The title compound was prepared from N-[5-(2-amino-1-{R}-hydroxyethyl)-2-hydroxyphenyl]-methanesulfonamide (0.128 g, 0.52 mmol), (4-{3-[4-(4-formyl-piperidine-1-sulfonyl)-phenyl]-ureidomethyl}-3-fluoro-phenoxy)-acetic acid methyl ester (0.5 mmol), glacial acetic acid (0.03 mL, 0.5 mmol) and sodium cyanoborohydride (0.031 g, 0.5 mmol) according to the general procedure used for example 84 (Step E) to give the final product (0.21 g). Reactants: CC1=CC=C(C=C1)C=1C(CCC(C1)=O)C(=O)[O-] (2-(4-methylphenyl)-4-oxocyclohex-2-enecarboxylate), C(C(=O)Cl)(=O)Cl (oxalyl chloride), CCOC(=O)C (AcOEt). Run in C1(=CC=CC=C1)C (toluene). Run at time 2 hour. Yields the product ClC=1C=C(C(CC1)C(=O)OCC)C1=CC=CC=C1 (ethyl 4-chloro-2-phenylcyclohexa-2,4-dienecarboxylate). Reaction SMILES: C[C:2]1[CH:7]=[CH:6][C:5]([C:8]2[CH:9]([C:15]([O-:17])=[O:16])[CH2:10][CH2:11][C:12](=O)[CH:13]=2)=[CH:4][CH:3]=1.C(Cl)(=O)C([Cl:21])=O.CCO[C:27]([CH3:29])=O>C1(C)C=CC=CC=1>[Cl:21][C:12]1[CH:13]=[C:8]([C:5]2[CH:4]=[CH:3][CH:2]=[CH:7][CH:6]=2)[CH:9]([C:15]([O:17][CH2:27][CH3:29])=[O:16])[CH2:10][CH:11]=1. Procedure details: To a stirred solution of 2-(4-methylphenyl)-4-oxocyclohex-2-enecarboxylate(1.24 g, 5.1 mmol) in toluene(10 ml) was added oxalyl chloride(2.58 g, 20.4 mmol). After stirring for 2 hr. at 70-75° C., AcOEt was added to the reaction mixture and washed with water, sat.NaHCO3 and brine, dried over MgSO4. Concentration afford 1.24 g of ethyl 4-chloro-2-phenylcyclohexa-2,4-dienecarboxylate and ethyl 4-chloro-2-phenylcyclohexa-3-dienecarboxylate(y=93.0%) as a pale yellow oil. This product was used at next... Reactants: ClC1=C(C=NC2=CC=C(N=C12)Cl)C(CC)=O (1-(4,6-dichloro-1,5-naphthyridin-3-yl)propan-1-one), NC=1C=CC(=NC1)N1C[C@@H](CCC1)NC(OC(C)(C)C)=O ((R)-tert-butyl (1-(5-aminopyridin-2-yl)piperidin-3-yl)carbamate). The product is ClC=1N=C2C(=C(C=NC2=CC1)C(CC)=O)NC=1C=CC(=NC1)N1C[C@@H](CCC1)NC(OC(C)(C)C)=O ((R)-tert-butyl (1-(5-((6-chloro-3-propionyl-1,5-naphthyridin-4-yl)amino)pyridin-2-yl)piperidin-3-yl)carbamate). Yield: 84.9%. RXN SMILES: Cl[C:2]1[C:11]2[C:6](=[CH:7][CH:8]=[C:9]([Cl:12])[N:10]=2)[N:5]=[CH:4][C:3]=1[C:13](=[O:16])[CH2:14][CH3:15].[NH2:17][C:18]1[CH:19]=[CH:20][C:21]([N:24]2[CH2:29][CH2:28][CH2:27][C@@H:26]([NH:30][C:31](=[O:37])[O:32][C:33]([CH3:36])([CH3:35])[CH3:34])[CH2:25]2)=[N:22][CH:23]=1>>[Cl:12][C:9]1[N:10]=[C:11]2[C:6](=[CH:7][CH:8]=1)[N:5]=[CH:4][C:3]([C:13](=[O:16])[CH2:14][CH3:15])=[C:2]2[NH:17][C:18]1[CH:19]=[CH:20][C:21]([N:24]2[CH2:29][CH2:28][CH2:27][C@@H:26]([NH:30][C:31](=[O:37])[O:32][C:33]([CH3:35])([CH3:34])[CH3:36])[CH2:25]2)=[N:22][CH:23]=1. Procedure details: Following general procedure I, 1-(4,6-dichloro-1,5-naphthyridin-3-yl)propan-1-one (500 mg, 1.96 mmol) was reacted with (R)-tert-butyl (1-(5-aminopyridin-2-yl)piperidin-3-yl)carbamate (860 mg, 2.94 mmol) to afford the desired product (850 mg, 84%) as a light brown solid: ESI MS m/z 511 [M+H]+. Starting materials: COC(C=1C(C(=O)OC)=C(C=CC1)N)=O (3-amino-phthalic acid dimethyl ester), C(CCCC)=O (valeraldehyde), C(C)(=O)O (acetic acid), C(C)(=O)O[BH-](OC(C)=O)OC(C)=O.[Na+] (sodium triacetoxyborohydride). The solvent is C(Cl)Cl (methylene chloride), C(Cl)Cl (methylene chloride). Conditions: time 5 minute. Yields the product COC(C=1C(C(=O)OC)=C(C=CC1)NCCCCC)=O (3-Pentylamino-phthalic acid dimethyl ester). Yield: 100.0%. As a reaction SMILES: [CH3:1][O:2][C:3](=[O:15])[C:4]1[C:5](=[C:10]([NH2:14])[CH:11]=[CH:12][CH:13]=1)[C:6]([O:8][CH3:9])=[O:7].[CH:16](=O)[CH2:17][CH2:18][CH2:19][CH3:20].C(O)(=O)C.C(O[BH-](OC(=O)C)OC(=O)C)(=O)C.[Na+]>C(Cl)Cl>[CH3:1][O:2][C:3](=[O:15])[C:4]1[C:5](=[C:10]([NH:14][CH2:16][CH2:17][CH2:18][CH2:19][CH3:20])[CH:11]=[CH:12][CH:13]=1)[C:6]([O:8][CH3:9])=[O:7] |f:3.4|. Procedure: To a stirred solution of 3-amino-phthalic acid dimethyl ester (3.14 g, 15 mmol) in methylene chloride (50 ml) under a nitrogen atmosphere were added valeraldehyde (2.0 ml, 18.75 mmol) and acetic acid (5.18 ml, 90 mmol). The mixture was stirred for 5 minutes followed by addition of sodium triacetoxyborohydride (6.36 g, 30 mmol). The reaction was stirred for 30 minutes, diluted with methylene chloride (50 ml), washed with water (2×100 ml), saturated aqueous sodium bicarbonate (2×100 ml), brine (10... Starting materials: NC=1C=2N(C=CN1)C(=NC2C2=CC=C(C(=O)NC=1SC3=C(N1)CCCC3)C=C2)[C@H]2NCCC2 ((S)-4-(8-amino-3-(pyrrolidin-2-yl)imidazo[1,5-a]pyrazin-1-yl)-N-(4,5,6,7-tetrahydrobenzo[d]thiazol-2-yl)benzamide), NC=1C=2N(C=CN1)C(=NC2C2=CC=C(C(=O)NC=1SC3=C(N1)CCCC3)C=C2)[C@H]2NCCC2 ((S)-4-(8-amino-3-(pyrrolidin-2-yl)imidazo[1,5-a]pyrazin-1-yl)-N-(4,5,6,7-tetrahydrobenzo[d]thiazol-2-yl)benzamide), C(C#CC)(=O)O (2-butynoic acid). Yields the product NC=1C=2N(C=CN1)C(=NC2C2=CC=C(C(=O)NC=1SC3=C(N1)CCCC3)C=C2)[C@H]2N(CCC2)C(C#CC)=O ((S)-4-(8-Amino-3-(1-but-2-ynoylpyrrolidin-2-yl)imidazo[1,5-a]pyrazin-1-yl)-N-(4,5,6,7-tetrahydrobenzo[d]thiazol-2-yl)benzamide). Isolated yield 19.2%. As a reaction SMILES: [NH2:1][C:2]1[C:3]2[N:4]([C:8]([C@@H:29]3[CH2:33][CH2:32][CH2:31][NH:30]3)=[N:9][C:10]=2[C:11]2[CH:28]=[CH:27][C:14]([C:15]([NH:17][C:18]3[S:19][C:20]4[CH2:26][CH2:25][CH2:24][CH2:23][C:21]=4[N:22]=3)=[O:16])=[CH:13][CH:12]=2)[CH:5]=[CH:6][N:7]=1.[C:34](O)(=[O:38])[C:35]#[C:36][CH3:37]>>[NH2:1][C:2]1[C:3]2[N:4]([C:8]([C@@H:29]3[CH2:33][CH2:32][CH2:31][N:30]3[C:34](=[O:38])[C:35]#[C:36][CH3:37])=[N:9][C:10]=2[C:11]2[CH:28]=[CH:27][C:14]([C:15]([NH:17][C:18]3[S:19][C:20]4[CH2:26][CH2:25][CH2:24][CH2:23][C:21]=4[N:22]=3)=[O:16])=[CH:13][CH:12]=2)[CH:5]=[CH:6][N:7]=1. Procedure: This compound was prepared, in an analogous manner as described in Example 2, from (S)-4-(8-amino-3-(pyrrolidin-2-yl)imidazo[1,5-a]pyrazin-1-yl)-N-(4,5,6,7-tetrahydrobenzo[d]thiazol-2-yl)benzamide (intermediate 15) and 2-butynoic acid, to afford the title compound (7 mg, 19.2%). Data: UPLC (C) Rt: 2.41 min; m/z 526.3 (M+H)+.